This data is from the Open Reaction Database (ORD), a public repository of structured organic reaction records. The task is: describe an organic reaction: reactants, conditions, products, and yield Starting materials: C(C)(C)(C)C=1NC(=C(N1)C1=CC=C2C(=N1)N(C(=N2)N)CC(C)(C)C)C2=CC=C(C=C2)F (5-[2-tert-butyl-5-(4-fluoro-phenyl)-1H-imidazol-4-yl]-3-(2,2-dimethyl-propyl)-3H-imidazo[4,5-b]pyridin-2-ylamine), C(\C=C/C(=O)O)(=O)O (maleic acid). The solvent is C(C)(C)O (isopropanol), C(C)(C)O (isopropanol). Yields the product C(\C=C/C(=O)O)(=O)O.C(\C=C/C(=O)O)(=O)O.C(C)(C)(C)C=1NC(=C(N1)C1=CC=C2C(=N1)N(C(=N2)N)CC(C)(C)C)C2=CC=C(C=C2)F (5-[2-tert-Butyl-5-(4-fluoro-phenyl)-1H-imidazol-4-yl]-3-(2,2-dimethyl-propyl)-3H-imidazo[4,5-b]pyridin-2-ylamine dimaleate). Reaction SMILES: [C:1]([C:5]1[NH:6][C:7]([C:25]2[CH:30]=[CH:29][C:28]([F:31])=[CH:27][CH:26]=2)=[C:8]([C:10]2[N:15]=[C:14]3[N:16]([CH2:20][C:21]([CH3:24])([CH3:23])[CH3:22])[C:17]([NH2:19])=[N:18][C:13]3=[CH:12][CH:11]=2)[N:9]=1)([CH3:4])([CH3:3])[CH3:2].[C:32]([OH:39])(=[O:38])/[CH:33]=[CH:34]\[C:35]([OH:37])=[O:36]>C(O)(C)C>[C:32]([OH:39])(=[O:38])/[CH:33]=[CH:34]\[C:35]([OH:37])=[O:36].[C:32]([OH:39])(=[O:38])/[CH:33]=[CH:34]\[C:35]([OH:37])=[O:36].[C:1]([C:5]1[NH:6][C:7]([C:25]2[CH:26]=[CH:27][C:28]([F:31])=[CH:29][CH:30]=2)=[C:8]([C:10]2[N:15]=[C:14]3[N:16]([CH2:20][C:21]([CH3:24])([CH3:23])[CH3:22])[C:17]([NH2:19])=[N:18][C:13]3=[CH:12][CH:11]=2)[N:9]=1)([CH3:2])([CH3:3])[CH3:4] |f:3.4.5|. Procedure: Dissolve 126 mg (0.3 mmol) 5-[2-tert-butyl-5-(4-fluoro-phenyl)-1H-imidazol-4-yl]-3-(2,2-dimethyl-propyl)-3H-imidazo[4,5-b]pyridin-2-ylamine in 1.0 mL isopropanol. Add a solution of 69.6 mg maleic acid in 1 mL warm isopropanol incrementally. Add seed crystals and filter the resultant precipitate. Air dry to provide 120 mg (63%) of very light purple crystals. The reactants are Cc1[nH]c(C=O)c(C)c1CCCN(C)C, COc1ccc(-c2ccc3c(c2)NC(=O)C3)cc1. The product is COc1ccc(-c2ccc3c(c2)NC(=O)C3=Cc2[nH]c(C)c(CCCN(C)C)c2C)cc1. RXN SMILES: [CH3:19][N:20]([CH2:21][CH2:22][CH2:23][c:24]1[c:25]([CH3:32])[c:26]([CH:30]=[O:31])[nH:27][c:28]1[CH3:29])[CH3:33].[CH3:1][O:2][c:3]1[cH:4][cH:5][c:6](-[c:9]2[cH:10][cH:11][c:12]3[c:16]([cH:17]2)[NH:15][C:14](=[O:18])[CH2:13]3)[cH:7][cH:8]1>>[CH3:1][O:2][c:3]1[cH:4][cH:5][c:6](-[c:9]2[cH:10][cH:11][c:12]3[c:16]([cH:17]2)[NH:15][C:14](=[O:18])[C:13]3=[CH:30][c:26]2[c:25]([CH3:32])[c:24]([CH2:23][CH2:22][CH2:21][N:20]([CH3:19])[CH3:33])[c:28]([CH3:29])[nH:27]2)[cH:7][cH:8]1.